This data is from the Open Reaction Database (ORD), a public repository of structured organic reaction records. The task is: describe an organic reaction: reactants, conditions, products, and yield The reactants are one, C(C)(C)(C)C1=CC=C(C=O)C=C1 (p-t-butylbenzaldehyde), C(C)(=O)OC(C)=O (acetic anhydride), C(C)(=O)[O-].[Na+] (sodium acetate). Run in O (water). The product is C(C)(C)(C)C1=CC=C(C=CC(=O)O)C=C1 (4-t-butlycinnamic acid). The yield is 134.9%. As a reaction SMILES: [C:1]([C:5]1[CH:12]=[CH:11][C:8]([CH:9]=O)=[CH:7][CH:6]=1)([CH3:4])([CH3:3])[CH3:2].[C:13]([O:16]C(=O)C)(=[O:15])[CH3:14].C([O-])(=O)C.[Na+]>O>[C:1]([C:5]1[CH:12]=[CH:11][C:8]([CH:9]=[CH:14][C:13]([OH:16])=[O:15])=[CH:7][CH:6]=1)([CH3:4])([CH3:3])[CH3:2] |f:2.3|. Procedure details: A 3 L one neck flask fit with a reflux condenser, magnetic stirrer, and nitrogen inlet was charged with p-t-butylbenzaldehyde (145.5 g, 0.90 mol), acetic anhydride (106 mL, 1.12 mol), and sodium acetate (7.36 g, 0.90 mol). After refluxing for 48.5 hours the reaction was cooled and water was added slowly to roughly triple the total volume as a yellow solid formed. The solids were filtered and washed with water (200 mL), reslurried in water and refiltered and washed again with water (750 mL total)... Starting materials: COCCOCCOC, Cl, NN, [Na+], [OH-], O, O, Cc1cc(C(C)c2ccccc2)c(O)c(-n2nc3ccc(Cl)cc3[n+]2[O-])c1. Product: Cc1cc(C(C)c2ccccc2)c(O)c(-n2nc3ccc(Cl)cc3n2)c1. RXN SMILES: [CH3:35][O:36][CH2:37][CH2:38][O:39][CH2:40][CH2:41][O:42][CH3:43].[ClH:33].[NH2:31][NH2:32].[Na+:29].[OH-:28].[OH2:30].[OH2:34].[OH:1][c:2]1[c:3](-[n:17]2[n:18][c:19]3[c:20]([n+:21]2[O-:22])[cH:23][c:24]([Cl:27])[cH:25][cH:26]3)[cH:4][c:5]([CH3:16])[cH:6][c:7]1[CH:8]([CH3:9])[c:10]1[cH:11][cH:12][cH:13][cH:14][cH:15]1>>[OH:1][c:2]1[c:3](-[n:17]2[n:18][c:19]3[c:20]([n:21]2)[cH:23][c:24]([Cl:27])[cH:25][cH:26]3)[cH:4][c:5]([CH3:16])[cH:6][c:7]1[CH:8]([CH3:9])[c:10]1[cH:11][cH:12][cH:13][cH:14][cH:15]1. Reactants: Cl, O=N[O-], COc1cc(C(=O)O)ccc1N, [Na+], O. Product: Cl, COc1cc(C(=O)O)ccc1NN. RXN SMILES: [ClH:17].[N:1]([O-:2])=[O:3].[NH2:5][c:6]1[c:7]([O:15][CH3:16])[cH:8][c:9]([C:10](=[O:11])[OH:12])[cH:13][cH:14]1.[Na+:4].[OH2:18]>>[ClH:17].[NH2:1][NH:5][c:6]1[c:7]([O:15][CH3:16])[cH:8][c:9]([C:10](=[O:11])[OH:12])[cH:13][cH:14]1.